Dataset: the Open Reaction Database (ORD), a public repository of structured organic reaction records. Task: describe an organic reaction: reactants, conditions, products, and yield The reactants are C1COCCN1, ClCCl, COC1=C(OC)C(=O)C(Cc2ccc(-c3ccccc3)c(C(=O)O)c2)=C(C)C1=O, CN(C)c1ccncc1. Product: COC1=C(OC)C(=O)C(Cc2ccc(-c3ccccc3)c(C(=O)N3CCOCC3)c2)=C(C)C1=O. As a reaction SMILES: [CH2:30]1[CH2:31][O:32][CH2:33][CH2:34][NH:35]1.[CH2:45]([Cl:46])[Cl:47].[CH3:1][O:2][C:3]1=[C:8]([O:9][CH3:10])[C:7](=[O:11])[C:6]([CH2:12][c:13]2[cH:14][cH:15][c:16](-[c:22]3[cH:23][cH:24][cH:25][cH:26][cH:27]3)[c:17]([C:18](=[O:19])[OH:20])[cH:21]2)=[C:5]([CH3:28])[C:4]1=[O:29].[CH3:36][N:37]([CH3:38])[c:39]1[cH:40][cH:41][n:42][cH:43][cH:44]1>>[CH3:1][O:2][C:3]1=[C:8]([O:9][CH3:10])[C:7](=[O:11])[C:6]([CH2:12][c:13]2[cH:14][cH:15][c:16](-[c:22]3[cH:23][cH:24][cH:25][cH:26][cH:27]3)[c:17]([C:18](=[O:19])[N:35]3[CH2:30][CH2:31][O:32][CH2:33][CH2:34]3)[cH:21]2)=[C:5]([CH3:28])[C:4]1=[O:29]. Reactants: CCCCOC(C)=O, CC(=O)OC(C)=O, O=C(O)c1cccc(Oc2ccc(C(F)(F)F)c(Cl)c2)c1, O=[N+]([O-])O, O=S(=O)(O)O. The product is O=C(O)c1cc(Oc2ccc(C(F)(F)F)c(Cl)c2)ccc1[N+](=O)[O-]. RXN SMILES: [C:38]([O:39][CH2:40][CH2:41][CH2:42][CH3:43])(=[O:44])[CH3:45].[CH3:1][C:2]([O:3][C:4](=[O:5])[CH3:6])=[O:7].[Cl:8][c:9]1[c:10]([C:25]([F:26])([F:27])[F:28])[cH:11][cH:12][c:13]([O:15][c:16]2[cH:17][c:18]([C:19](=[O:20])[OH:21])[cH:22][cH:23][cH:24]2)[cH:14]1.[OH:34][N+:35]([O-:36])=[O:37].[S:29](=[O:30])(=[O:31])([OH:32])[OH:33]>>[Cl:8][c:9]1[c:10]([C:25]([F:26])([F:27])[F:28])[cH:11][cH:12][c:13]([O:15][c:16]2[cH:17][c:18]([C:19](=[O:20])[OH:21])[c:22]([N+:35](=[O:34])[O-:36])[cH:23][cH:24]2)[cH:14]1. Starting materials: C(C)(C)(C)OC(NC1=C(C=C(C=C1)C1=CC=C(C=C1)F)N)=O ((3-amino-4′-fluoro-biphenyl-4-yl)-carbamic acid tert.-butyl ester), C(C)OC(CC(=O)C=1SC=CC1Cl)=O (3-(3-chloro-thiophen-2-yl)-3-oxo-propionic acid ethyl ester). The product is C(C)(C)(C)OC(NC1=C(C=C(C=C1)C1=CC=C(C=C1)F)NC(CC(=O)C=1SC=CC1Cl)=O)=O ({3-[3-(3-Chloro-thiophen-2-yl)-3-oxo-propionylamino]-4′-fluoro-biphenyl-4-yl}-carbamic acid tert.-butyl ester). Yield: 60.2%. RXN SMILES: [C:1]([O:5][C:6](=[O:22])[NH:7][C:8]1[CH:13]=[CH:12][C:11]([C:14]2[CH:19]=[CH:18][C:17]([F:20])=[CH:16][CH:15]=2)=[CH:10][C:9]=1[NH2:21])([CH3:4])([CH3:3])[CH3:2].C([O:25][C:26](=O)[CH2:27][C:28]([C:30]1[S:31][CH:32]=[CH:33][C:34]=1[Cl:35])=[O:29])C>>[C:1]([O:5][C:6](=[O:22])[NH:7][C:8]1[CH:13]=[CH:12][C:11]([C:14]2[CH:15]=[CH:16][C:17]([F:20])=[CH:18][CH:19]=2)=[CH:10][C:9]=1[NH:21][C:26](=[O:25])[CH2:27][C:28]([C:30]1[S:31][CH:32]=[CH:33][C:34]=1[Cl:35])=[O:29])([CH3:4])([CH3:2])[CH3:3]. Procedure: Prepared from (3-amino-4′-fluoro-biphenyl-4-yl)-carbamic acid tert.-butyl ester (Example G39) (360 mg, 1.2 mmol) and 3-(3-chloro-thiophen-2-yl)-3-oxo-propionic acid ethyl ester (Example H16) (350 mg, 1.5 mmol) according to the general procedure K. Obtained as a white-yellow solid (353 mg). Reactants: O (water), O (water), [Cl-].[Li+] (lithium chloride), C(C)OC(C(C(=O)OCC)(CC1=CC=CC2=CC=CC=C12)CC=CC1=CC=CC=C1)=O (2-cinnamyl-2-(1-naphthylmethyl)malonic acid diethyl ester). Solvent: CS(=O)C (dimethyl sulfoxide). The product is C(C)OC(C(CC=CC1=CC=CC=C1)CC1=CC=CC2=CC=CC=C12)=O (2-(1-naphthylmethyl)-5-phenyl-4-pentenoic acid ethyl ester). The yield is 68.5%. RXN SMILES: [CH2:1]([O:3][C:4](=[O:31])[C:5]([CH2:22][CH:23]=[CH:24][C:25]1[CH:30]=[CH:29][CH:28]=[CH:27][CH:26]=1)([CH2:11][C:12]1[C:21]2[C:16](=[CH:17][CH:18]=[CH:19][CH:20]=2)[CH:15]=[CH:14][CH:13]=1)C(OCC)=O)[CH3:2].O.[Cl-].[Li+]>CS(C)=O>[CH2:1]([O:3][C:4](=[O:31])[CH:5]([CH2:11][C:12]1[C:21]2[C:16](=[CH:17][CH:18]=[CH:19][CH:20]=2)[CH:15]=[CH:14][CH:13]=1)[CH2:22][CH:23]=[CH:24][C:25]1[CH:30]=[CH:29][CH:28]=[CH:27][CH:26]=1)[CH3:2] |f:2.3|. Procedure: To a solution of 1.5 g of the malonic acid diethyl ester obtained in 10 ml of dimethyl sulfoxide and 0.3 ml of water was added 0.92 g of lithium chloride, and the mixture was heated for 4.5 hours at from 180° to 190° C. After cooling, water was added to the reaction mixture, and the mixture was extracted with diethyl ether. The ethereal layer was washed with a saturated sodium chloride aqueous solution, dried over anhydrous magnesium sulfate, and concentrated under reduced pressure to obtain 0.8... Reactants: NC1CNCC12CC2 (7-amino-5-azaspiro[2,4]heptane), N[C@@H]1CNCC12CC2 (7-(S)-amino-5-azaspiro[2.4]heptane), C(C)(C)(C)OC(=O)NC1CN(CC12CC2)C2=C(C=C1C(C(=CN(C1=C2Cl)C2CC2)C(=O)O)=O)F (7-(7-tert-butoxycarbonylamino-5-azaspiro[2.4]heptane-5-yl)-8-chloro-1-cyclopropyl-6-fluoro-1,4-dihydro-4-oxoquinoline-3-carboxylic acid). The product is NC1CN(CC12CC2)C2=C(C=C1C(C(=CN(C1=C2Cl)C2CC2)C(=O)O)=O)F (7-(7-amino-5-azaspiro[2.4]heptane-5-yl)-8-chloro-1-cyclopropyl-6-fluoro-1,4-dihydro-4-oxoquinoline-3-carboxylic acid). As a reaction SMILES: NC1C2(CC2)CNC1.N[C@H]1C2(CC2)CNC1.C(OC([NH:24][CH:25]1[C:29]2([CH2:31][CH2:30]2)[CH2:28][N:27]([C:32]2[C:41]([Cl:42])=[C:40]3[C:35]([C:36](=[O:49])[C:37]([C:46]([OH:48])=[O:47])=[CH:38][N:39]3[CH:43]3[CH2:45][CH2:44]3)=[CH:34][C:33]=2[F:50])[CH2:26]1)=O)(C)(C)C>>[NH2:24][CH:25]1[C:29]2([CH2:30][CH2:31]2)[CH2:28][N:27]([C:32]2[C:41]([Cl:42])=[C:40]3[C:35]([C:36](=[O:49])[C:37]([C:46]([OH:48])=[O:47])=[CH:38][N:39]3[CH:43]3[CH2:45][CH2:44]3)=[CH:34][C:33]=2[F:50])[CH2:26]1. Reported procedure: For example, as for the antimicrobial activity of the two enantiomers having a 7-amino-5-azaspiro[2,4]heptane structure, one of them has more potent antimicrobial activity than the other. It has been revealed that the derivative of the 7-(S)-amino-5-azaspiro[2.4]heptane is the more potent enantiomer. This fact was confirmed by X-ray crystallographycal analysis of the one of the isomers of 7-(7-tert-butoxycarbonylamino-5-azaspiro[2.4]heptane-5-yl)-8-chloro-1-cyclopropyl-6-fluoro-1,4-dihydro-4-oxo... RXN SMILES: O=[C:2]([CH3:11])[C:3]([C:5]1[CH:10]=[CH:9][CH:8]=[CH:7][CH:6]=1)=[O:4].C(NC(=O)O)C.[NH2:18][C:19]([O:21][CH2:22][CH3:23])=[O:20]>C1(C=CC(O)=CC=1)O.C1(C)C=CC=CC=1>[C:3]([C:2]([NH:18][C:19](=[O:20])[O:21][CH2:22][CH3:23])=[CH2:11])(=[O:4])[C:5]1[CH:6]=[CH:7][CH:8]=[CH:9][CH:10]=1 |f:1.2|. The solvent is C1(=CC=CC=C1)C (toluene). The reactants are O=C(C(=O)C1=CC=CC=C1)C (α-keto-propiophenone), C(C)NC(O)=O.NC(=O)OCC (urethane (ethyl carbamate)), paratoluenesulfonic acid. Reagents/catalysts: C1(O)=CC=C(O)C=C1 (hydroquinone). The product is C(C1=CC=CC=C1)(=O)C(=C)NC(OCC)=O (ethyl N-(1-benzoylvinyl)carbamate). Procedure details: In a flame dried nitrogen purged 100 ml round bottom flask equipped with a magnetic stirring bar, Dean-Stark trap and a reflux condenser were added 3.0 g (20.3 mmol) α-keto-propiophenone, 3.6 g (40.5 mmol) urethane (ethyl carbamate),10 mg (0.1 mmol) hydroquinone, 60 mg (0.3 mmol) paratoluenesulfonic acid and 20 ml of toluene. The mixture was refluxed under nitrogen with vigorous stirring for 31/2 hours. The solvent was removed under reduced pressure and the residue distilled through a short path... Isolated yield 22.5%. Conditions: time 2 hour. Reactants: COCCCBr, CC#N, Cl, [K+], [K+], O=C([O-])[O-], O, OB(O)c1ccc(S)cc1. Yields the product COCCCSc1ccc(B(O)O)cc1. RXN SMILES: [Br:11][CH2:12][CH2:13][CH2:14][O:15][CH3:16].[CH3:24][C:25]#[N:26].[ClH:23].[K+:17].[K+:18].[O-:19][C:20]([O-:21])=[O:22].[OH2:27].[SH:1][c:2]1[cH:3][cH:4][c:5]([B:8]([OH:9])[OH:10])[cH:6][cH:7]1>>[S:1]([c:2]1[cH:3][cH:4][c:5]([B:8]([OH:9])[OH:10])[cH:6][cH:7]1)[CH2:12][CH2:13][CH2:14][O:15][CH3:16].